Dataset: the Open Reaction Database (ORD), a public repository of structured organic reaction records. Task: describe an organic reaction: reactants, conditions, products, and yield Starting materials: FC1=C(C2=C(C(NO2)C)C=C1)NC(OC(C)(C)C)=O (t-butyl N-(6-fluoro-3-methyl-1,2(2H)-benzisoxazol-7-yl)carbamate). Solvent: FC(C(=O)O)(F)F (Trifluoroacetic acid). Reaction conditions: time 1 hour. The product is NC1=C(C=CC=2C(NOC21)C)F (7-amino-6-fluoro-3-methyl-1,2(2H)-benzisoxazole). Isolated yield 111.7%. RXN SMILES: [F:1][C:2]1[CH:11]=[CH:10][C:5]2[CH:6]([CH3:9])[NH:7][O:8][C:4]=2[C:3]=1[NH:12]C(=O)OC(C)(C)C>FC(F)(F)C(O)=O>[NH2:12][C:3]1[C:4]2[O:8][NH:7][CH:6]([CH3:9])[C:5]=2[CH:10]=[CH:11][C:2]=1[F:1]. Reported procedure: Trifluoroacetic acid (50 mL) was stirred and cooled in an ice-water bath. To this was added t-butyl N-(6-fluoro-3-methyl-1,2(2H)-benzisoxazol-7-yl)carbamate (3.0 g). Upon completion of addition, the reaction mixture was stirred for one hour and then concentrated to a residue. The residue was taken up in water and made basic to pH 8 with sodium bicarbonate. The mixture was then extracted thoroughly with methylene chloride. The combined extracts were washed with water, dried with magnesium sulfate...